The task is: describe an organic reaction: reactants, conditions, products, and yield. This data is from the Open Reaction Database (ORD), a public repository of structured organic reaction records. The reactants are ClC=1C2=CC=CC=C2N=C2C=CC=C(C12)[N+](=O)[O-] (9-chloro-1-nitroacridine), Cl.CN(N)C=1SC=CN1 (N-methyl-N-(2-thiazolyl)hydrazine hydrochloride). Run in CN(C=O)C (dimethylformamide). Reaction conditions: time 18 hour. Yields the product Cl.CN(N=C1C2=CC=CC=C2NC=2C=CC=C(C12)[N+](=O)[O-])C=1SC=CN1 (1-nitro-9-acridanone methyl (2-thiazolyl)hydrazone hydrochloride). Reaction SMILES: [Cl:1][C:2]1[C:3]2[C:8]([N:9]=[C:10]3[C:15]=1[C:14]([N+:16]([O-:18])=[O:17])=[CH:13][CH:12]=[CH:11]3)=[CH:7][CH:6]=[CH:5][CH:4]=2.Cl.[CH3:20][N:21]([C:23]1[S:24][CH:25]=[CH:26][N:27]=1)[NH2:22]>CN(C)C=O>[ClH:1].[CH3:20][N:21]([C:23]1[S:24][CH:25]=[CH:26][N:27]=1)[N:22]=[C:2]1[C:15]2[C:14]([N+:16]([O-:18])=[O:17])=[CH:13][CH:12]=[CH:11][C:10]=2[NH:9][C:8]2[C:3]1=[CH:4][CH:5]=[CH:6][CH:7]=2 |f:1.2,4.5|. Procedure: A mixture of 2.3 g of 9-chloro-1-nitroacridine, 1.65 g of N-methyl-N-(2-thiazolyl)hydrazine hydrochloride and 100 ml of dimethylformamide is stirred at room temperature for about 18 hours. The dark red solution is evaporated, whereupon the residue is made alkaline with sodium carbonate solution and extracted with methylene chloride. The extract is washed with water, dried over sodium sulfate and evaporated. The residue is taken up in ethanol, acidified with ethanolic hydrochloric acid and the pr... Starting materials: COCCOC, COC(C)OC, CCc1nccc(NC(=O)Cc2ccc(Oc3ccc(C(F)(F)F)cn3)cc2)c1Cl, CC(C)COC(=O)Cl, [H-], [Na+], O. Product: CCc1nccc(N(C(=O)Cc2ccc(Oc3ccc(C(F)(F)F)cn3)cc2)C(=O)OCC(C)C)c1Cl. As a reaction SMILES: [CH3:33][O:34][CH2:35][CH2:36][O:37][CH3:38].[CH3:47][O:48][CH:49]([O:50][CH3:51])[CH3:52].[Cl:1][c:2]1[c:3]([CH2:29][CH3:30])[n:4][cH:5][cH:6][c:7]1[NH:8][C:9]([CH2:10][c:11]1[cH:12][cH:13][c:14]([O:17][c:18]2[n:19][cH:20][c:21]([C:24]([F:25])([F:26])[F:27])[cH:22][cH:23]2)[cH:15][cH:16]1)=[O:28].[Cl:39][C:40](=[O:41])[O:42][CH2:43][CH:44]([CH3:45])[CH3:46].[H-:31].[Na+:32].[OH2:53]>>[Cl:1][c:2]1[c:3]([CH2:29][CH3:30])[n:4][cH:5][cH:6][c:7]1[N:8]([C:9]([CH2:10][c:11]1[cH:12][cH:13][c:14]([O:17][c:18]2[n:19][cH:20][c:21]([C:24]([F:25])([F:26])[F:27])[cH:22][cH:23]2)[cH:15][cH:16]1)=[O:28])[C:40](=[O:41])[O:42][CH2:43][CH:44]([CH3:45])[CH3:46]. Reactants: C1CCOC1, CC1(C)CN(CCO)CCO1, COc1cc(-n2ccc3nc(-c4ccc(Cl)cc4)sc3c2=O)ccc1O, ClCCl, [Na+], CC(C)OC(=O)N=NC(=O)OC(C)C, [OH-], Oc1ccccc1, c1ccc(P(c2ccccc2)c2ccccc2)cc1. Yields the product COc1cc(-n2ccc3nc(-c4ccc(Cl)cc4)sc3c2=O)ccc1OCCN1CCOC(C)(C)C1. As a reaction SMILES: [CH2:80]1[O:81][CH2:82][CH2:83][CH2:84]1.[CH3:1][C:2]1([CH3:11])[O:3][CH2:4][CH2:5][N:6]([CH2:8][CH2:9][OH:10])[CH2:7]1.[Cl:12][c:13]1[cH:14][cH:15][c:16](-[c:19]2[s:20][c:21]3[c:22](=[O:37])[n:23](-[c:28]4[cH:29][c:30]([O:35][CH3:36])[c:31]([OH:34])[cH:32][cH:33]4)[cH:24][cH:25][c:26]3[n:27]2)[cH:17][cH:18]1.[Cl:85][CH2:86][Cl:87].[Na+:72].[O:57]=[C:58]([O:59][CH:60]([CH3:61])[CH3:62])[N:63]=[N:64][C:65]([O:66][CH:67]([CH3:68])[CH3:69])=[O:70].[OH-:71].[OH:73][c:74]1[cH:75][cH:76][cH:77][cH:78][cH:79]1.[c:38]1([P:39]([c:40]2[cH:41][cH:42][cH:43][cH:44][cH:45]2)[c:46]2[cH:47][cH:48][cH:49][cH:50][cH:51]2)[cH:52][cH:53][cH:54][cH:55][cH:56]1>>[CH3:1][C:2]1([CH3:11])[O:3][CH2:4][CH2:5][N:6]([CH2:8][CH2:9][O:10][c:31]2[c:30]([O:35][CH3:36])[cH:29][c:28](-[n:23]3[c:22](=[O:37])[c:21]4[s:20][c:19](-[c:16]5[cH:15][cH:14][c:13]([Cl:12])[cH:18][cH:17]5)[n:27][c:26]4[cH:25][cH:24]3)[cH:33][cH:32]2)[CH2:7]1. Reactants: CO, CCC(=O)Nc1ccc([N+](=O)[O-])cc1, C1CCOC1. Product: CCC(=O)Nc1ccc(N)cc1. RXN SMILES: [CH3:15][OH:16].[N+:1]([O-:2])(=[O:3])[c:4]1[cH:5][cH:6][c:7]([NH:10][C:11]([CH2:12][CH3:13])=[O:14])[cH:8][cH:9]1.[O:17]1[CH2:18][CH2:19][CH2:20][CH2:21]1>>[NH2:1][c:4]1[cH:5][cH:6][c:7]([NH:10][C:11]([CH2:12][CH3:13])=[O:14])[cH:8][cH:9]1. Reactants: CC=1C=C(C=CC1B1OC(C(O1)(C)C)(C)C)NS(=O)(=O)C (N-(3-methyl-4-(4,4,5,5-tetramethyl-1,3,2-dioxaborolan-2-yl)phenyl)methanesulfonamide), C(=O)([O-])[O-].[Na+].[Na+] (Na2CO3), BrC1=C(SC=C1Br)C=O (3,4-dibromothiophene-2-carbaldehyde). Solvent: COCCOC (DME), O (H2O). Reaction conditions: temperature 100 celsius. Yields the product BrC=1C(=C(SC1)C=O)C1=C(C=C(C=C1)NS(=O)(=O)C)C (N-(4-(4-bromo-2-formylthiophen-3-yl)-3-methylphenyl)methanesulfonamide). Yield: 323.9%. As a reaction SMILES: Br[C:2]1[C:6]([Br:7])=[CH:5][S:4][C:3]=1[CH:8]=[O:9].[CH3:10][C:11]1[CH:12]=[C:13]([NH:26][S:27]([CH3:30])(=[O:29])=[O:28])[CH:14]=[CH:15][C:16]=1B1OC(C)(C)C(C)(C)O1.C([O-])([O-])=O.[Na+].[Na+]>COCCOC.O>[Br:7][C:6]1[C:2]([C:16]2[CH:15]=[CH:14][C:13]([NH:26][S:27]([CH3:30])(=[O:28])=[O:29])=[CH:12][C:11]=2[CH3:10])=[C:3]([CH:8]=[O:9])[S:4][CH:5]=1 |f:2.3.4|. Procedure details: To the solution of Intermediate 1 (4 g, 15 mmol) in a mixture of DME and H2O (150 mL/50 mL) were added N-(3-methyl-4-(4,4,5,5-tetramethyl-1,3,2-dioxaborolan-2-yl)phenyl)methanesulfonamide (3.6 g, 1.65 mmol) and Na2CO3 (2.8 g, 3.1 mmol), the mixture was degassed with N2, and Pd(PPh3)4 (500 mg) was added, then the mixture was heated to 100° C. under N2 overnight. The reaction solution was concentrated to remove the organic solution, then the aqueous layer was extracted with EtOAc (100 mL×3). The c... Starting materials: OC[C@@H](CNC)NC(OC(C)(C)C)=O (tert-butyl (R)-3-hydroxy-1-(methylamino)propan-2-ylcarbamate), C(=O)([O-])[O-].[K+].[K+] (K2CO3), C(=O)(OCC[Si](C)(C)C)ON1C(=O)CCC1=O (Teoc-OSu). The solvent is CC(=O)C (acetone), O (water). Yields the product C(C)(C)(C)OC(=O)N[C@@H](CO)CN(C(=O)OCC[Si](C)(C)C)C ((2R)-2-(t-butoxycarbonylamino)-3-(N-methyl-N-(2-(trimethylsilyl)ethoxycarbonyl)amino)propan-1-ol). The yield is 20.0%. RXN SMILES: [OH:1][CH2:2][C@H:3]([NH:7][C:8](=[O:14])[O:9][C:10]([CH3:13])([CH3:12])[CH3:11])[CH2:4][NH:5][CH3:6].C([O-])([O-])=O.[K+].[K+].[C:21]([O:30]N1C(=O)CCC1=O)([O:23][CH2:24][CH2:25][Si:26]([CH3:29])([CH3:28])[CH3:27])=O>CC(C)=O.O>[C:10]([O:9][C:8]([NH:7][C@H:3]([CH2:4][N:5]([CH3:6])[C:21]([O:23][CH2:24][CH2:25][Si:26]([CH3:27])([CH3:28])[CH3:29])=[O:30])[CH2:2][OH:1])=[O:14])([CH3:13])([CH3:12])[CH3:11] |f:1.2.3|. Reported procedure: To a solution of crude tert-butyl (R)-3-hydroxy-1-(methylamino)propan-2-ylcarbamate in acetone (30 mL) and water (10 mL), there was added K2CO3 (12.8 g, 92.4 mmol), followed by Teoc-OSu (8.0 g, 30.8 mmol). The resulting mixture was stirred at rt until no starting material remained (˜1 h). Acetone was removed under vacuum and the aqueous residue was extracted with CH2Cl2 (4×15 mL). The combined organic layers were concentrated and the crude residue was purified by flash column chromatography to g... Starting materials: Cc1ccccc1, CCOC(C)=O, O=C(O)C12CC(c3ccccc31)c1ccc(Cl)cc12, OC1CCNCC1, O=S(Cl)Cl. Yields the product O=C(N1CCC(O)CC1)C12CC(c3ccccc31)c1ccc(Cl)cc12. As a reaction SMILES: [CH3:31][c:32]1[cH:33][cH:34][cH:35][cH:36][cH:37]1.[CH3:38][CH2:39][O:40][C:41](=[O:42])[CH3:43].[Cl:1][c:2]1[cH:3][c:4]2[c:13]([cH:14][cH:15]1)[CH:12]1[c:11]3[c:6]([cH:7][cH:8][cH:9][cH:10]3)[C:5]2([C:17](=[O:18])[OH:19])[CH2:16]1.[OH:24][CH:25]1[CH2:26][CH2:27][NH:28][CH2:29][CH2:30]1.[S:20]([Cl:21])([Cl:22])=[O:23]>>[Cl:1][c:2]1[cH:3][c:4]2[c:13]([cH:14][cH:15]1)[CH:12]1[c:11]3[c:6]([cH:7][cH:8][cH:9][cH:10]3)[C:5]2([C:17](=[O:18])[N:28]2[CH2:27][CH2:26][CH:25]([OH:24])[CH2:30][CH2:29]2)[CH2:16]1.